This data is from the Open Reaction Database (ORD), a public repository of structured organic reaction records. The task is: describe an organic reaction: reactants, conditions, products, and yield The reactants are BrCC(=O)Br (2-bromoacetyl bromide), C(C)NCC (diethylamine), C(C)C1=CC=C(N)C=C1 (4-ethylaniline), C(C)(C)(C)C1=CC=C(C=C1)S(=O)(=O)Cl (4-tert-butyl-benzenesulfonyl chloride). The product is C(C)(C)(C)C1=CC=C(C=C1)S(=O)(=O)N(CC(=O)N(CC)CC)C1=CC=C(C=C1)CC (2-[(4-tert-Butyl-benzenesulfonyl)-(4-ethyl-phenyl)-amino]-N,N-diethyl-acetamide). As a reaction SMILES: Br[CH2:2][C:3](Br)=[O:4].[CH2:6]([NH:8][CH2:9][CH3:10])[CH3:7].[CH2:11]([C:13]1[CH:19]=[CH:18][C:16]([NH2:17])=[CH:15][CH:14]=1)[CH3:12].[C:20]([C:24]1[CH:29]=[CH:28][C:27]([S:30](Cl)(=[O:32])=[O:31])=[CH:26][CH:25]=1)([CH3:23])([CH3:22])[CH3:21]>>[C:20]([C:24]1[CH:29]=[CH:28][C:27]([S:30]([N:17]([C:16]2[CH:18]=[CH:19][C:13]([CH2:11][CH3:12])=[CH:14][CH:15]=2)[CH2:2][C:3]([N:8]([CH2:9][CH3:10])[CH2:6][CH3:7])=[O:4])(=[O:32])=[O:31])=[CH:26][CH:25]=1)([CH3:23])([CH3:21])[CH3:22]. Procedure: prepared by reaction of 2-bromoacetyl bromide with diethylamine, 4-ethylaniline and 4-tert-butyl-benzenesulfonyl chloride The reactants are C(C)(C)(C)OC(N[C@@H](CC(NNC1=NCCC2=C1N=C(N=C2)C(F)(F)F)=O)CC2=C(C=C(C(=C2)F)F)F)=O (tert-butyl((1R)-3-oxo-1-(2,4,5-trifluorobenzyl)-3-{2-[2-(trifluoromethyl)-5,6-dihydropyrido[3,4-d]pyrimidin-8-yl]hydrazino}propyl)carbamate). The solvent is COCCO (2-methoxyethanol). Product: C(C)(C)(C)OC(N[C@@H](CC1=NN=C2N1CCC=1C2=NC(=NC1)C(F)(F)F)CC1=C(C=C(C(=C1)F)F)F)=O (tert-Butyl{(1R)-1-(2,4,5-trifluorobenzyl)-2-[9-(trifluoromethyl)-5,6-dihydro[1,2,4]triazolo[4′,3′:1,2]pyrido[3,4-d]pyrimidin-3-yl]ethyl}carbamate). RXN SMILES: [C:1]([O:5][C:6](=[O:38])[NH:7][C@H:8]([CH2:28][C:29]1[CH:34]=[C:33]([F:35])[C:32]([F:36])=[CH:31][C:30]=1[F:37])[CH2:9][C:10](=O)[NH:11][NH:12][C:13]1[C:18]2[N:19]=[C:20]([C:23]([F:26])([F:25])[F:24])[N:21]=[CH:22][C:17]=2[CH2:16][CH2:15][N:14]=1)([CH3:4])([CH3:3])[CH3:2]>COCCO>[C:1]([O:5][C:6](=[O:38])[NH:7][C@H:8]([CH2:28][C:29]1[CH:34]=[C:33]([F:35])[C:32]([F:36])=[CH:31][C:30]=1[F:37])[CH2:9][C:10]1[N:14]2[CH2:15][CH2:16][C:17]3[C:18](=[N:19][C:20]([C:23]([F:24])([F:26])[F:25])=[N:21][CH:22]=3)[C:13]2=[N:12][N:11]=1)([CH3:3])([CH3:2])[CH3:4]. Reported procedure: A mixture of 63 mg (0.115 mmol) of tert-butyl((1R)-3-oxo-1-(2,4,5-trifluorobenzyl)-3-{2-[2-(trifluoromethyl)-5,6-dihydropyrido[3,4-d]pyrimidin-8-yl]hydrazino}propyl)carbamate and 2 mL of 2-methoxyethanol was stirred at reflux for 5.5 h and then concentrated. Purification of the residue by preparative HPLC (C18 reverse phase column, 30-80% acetonitrile in water containing 0.05% trifluoroacetic acid) afforded the title compound as a white solid. LC-MS 529 (M+1).